From a dataset of the Open Reaction Database (ORD), a public repository of structured organic reaction records. describe an organic reaction: reactants, conditions, products, and yield The reactants are BrC1=CC=C(C=C1)SC(Cl)(Cl)Cl ((4-bromophenyl)(trichloromethyl)sulfane), BrC1=NC=CC=C1 (2-bromopyridine). The solvent is C(=O)N (formamide), O (water). Run at temperature 75 celsius. Product: BrC1=CC=C(C=C1)SC1=NC=CC=C1 (2-((4-bromophenyl)thio)pyridine). Yield: 64.5%. RXN SMILES: [Br:1][C:2]1[CH:7]=[CH:6][C:5]([S:8][C:9](Cl)(Cl)Cl)=[CH:4][CH:3]=1.Br[C:14]1[CH:19]=[CH:18][CH:17]=C[N:15]=1>C(N)=O.O>[Br:1][C:2]1[CH:7]=[CH:6][C:5]([S:8][C:9]2[CH:17]=[CH:18][CH:19]=[CH:14][N:15]=2)=[CH:4][CH:3]=1. Procedure details: A solution of (4-bromophenyl)(trichloromethyl)sulfane (0.25 g, 0.816 mmol) in 12 mL of formamide was degassed with nitrogen and treated with 2-bromopyridine (0.078 ml, 0.816 mmol). The reaction solution was heated at 75° C. overnight. Then it was cooled to room temperature and diluted with water, extracted with DCM, dried over sodium sulfate, filtered and concentrated. The crude product was purified by column chromatography on silica gel, eluted with 1-5% of EtOAc in 20% DCM/heptanes (v/v), affo... The reactants are C(#N)C1=CC=C(C=N1)C(=O)O (6-cyano-3-pyridinecarboxylic acid), C(C)(C)(C)OC(=O)N1C[C@@H](OCC1)C1=CC(=C(C=C1)N)Cl ((−)-(S)-2-(4-Amino-3-chloro-phenyl)-morpholine-4-carboxylic acid tert-butyl ester). Product: Cl.ClC1=C(C=CC(=C1)[C@H]1CNCCO1)NC(C1=CN=C(C=C1)C#N)=O ((S)—N-(2-Chloro-4-(morpholin-2-yl)phenyl)-6-cyanonicotinamide hydrochloride). Reaction SMILES: [C:1]([C:3]1[N:8]=[CH:7][C:6]([C:9]([OH:11])=O)=[CH:5][CH:4]=1)#[N:2].C(OC([N:19]1[CH2:24][CH2:23][O:22][C@@H:21]([C:25]2[CH:30]=[CH:29][C:28]([NH2:31])=[C:27]([Cl:32])[CH:26]=2)[CH2:20]1)=O)(C)(C)C>>[ClH:32].[Cl:32][C:27]1[CH:26]=[C:25]([C@@H:21]2[O:22][CH2:23][CH2:24][NH:19][CH2:20]2)[CH:30]=[CH:29][C:28]=1[NH:31][C:9](=[O:11])[C:6]1[CH:5]=[CH:4][C:3]([C:1]#[N:2])=[N:8][CH:7]=1 |f:2.3|. Procedure: In analogy to example 79, step a) using 6-cyano-3-pyridinecarboxylic acid (CAS 70165-31-0) instead of 4-cyanopicolinic acid (CAS 640296-19-1) and (−)-(S)-2-(4-Amino-3-chloro-phenyl)-morpholine-4-carboxylic acid tert-butyl ester (example 29a) instead of (−)-(S)-2-(4-Amino-3-fluoro-phenyl)-morpholine-4-carboxylic acid tert-butyl ester. White solid. MS (ISP): 341.1 ([M+H]+) Starting materials: ClC1=NC=CC2=C(C=3NC=4C=CC(=CC4C3C=C21)OC)C (1-chloro-9-methoxy-5-methyl-6H-pyrido[4,3-b]carbazole), Cl (hydrochloric acid). Reagents/catalysts: [Cl-].C(C1=CC=CC=C1)[N+](CC)(CC)CC (benzyltriethylammonium chloride). Reaction conditions: temperature 140 celsius, time 18 hour. The product is ClC1=NC=CC2=C(C=3NC=4C=CC(=CC4C3C=C21)O)C (1-chloro-9-hydroxy-5-methyl-6H-pyrido[4,3-b]carbazole). The yield is 92.0%. RXN SMILES: [Cl:1][C:2]1[C:18]2[C:6](=[C:7]([CH3:21])[C:8]3[NH:9][C:10]4[CH:11]=[CH:12][C:13]([O:19]C)=[CH:14][C:15]=4[C:16]=3[CH:17]=2)[CH:5]=[CH:4][N:3]=1.Cl>[Cl-].C([N+](CC)(CC)CC)C1C=CC=CC=1>[Cl:1][C:2]1[C:18]2[C:6](=[C:7]([CH3:21])[C:8]3[NH:9][C:10]4[CH:11]=[CH:12][C:13]([OH:19])=[CH:14][C:15]=4[C:16]=3[CH:17]=2)[CH:5]=[CH:4][N:3]=1 |f:2.3|. Reported procedure: In a 5 ml sealed tube, a mixture of 1-chloro-9-methoxy-5-methyl-6H-pyrido[4,3-b]carbazole (75 mg, 0.25 mMol) (prepared according to J. Chem. Soc. Perkin Trans. 1, 1979, 1706), benzyltriethylammonium chloride (225 mg, 1 mMol) and 37% hydrochloric acid (4 ml) is heated in an oil bath at 140° C. for 24 h. The reaction mixture is then evaporated, under vacuum, then 20 ml of water are added. The medium is then rendered basic by addition of 28% ammonium hydroxide (0.5 ml), and the solid is recovered b... Starting materials: Cc1cc(C)cc(C)c1, CNCCNC, [Cu]I, CNC(=O)c1cc(Br)cc(C)c1N, N#C[Na], O. The product is CNC(=O)c1cc(C#N)cc(C)c1N. Reaction SMILES: [CH3:14][c:15]1[cH:16][c:17]([CH3:18])[cH:19][c:20]([CH3:21])[cH:22]1.[CH3:26][NH:27][CH2:28][CH2:29][NH:30][CH3:31].[Cu:32][I:33].[NH2:1][c:2]1[c:3]([C:4](=[O:5])[NH:6][CH3:7])[cH:8][c:9]([Br:13])[cH:10][c:11]1[CH3:12].[Na:23][C:24]#[N:25].[OH2:34]>>[NH2:1][c:2]1[c:3]([C:4](=[O:5])[NH:6][CH3:7])[cH:8][c:9]([C:24]#[N:25])[cH:10][c:11]1[CH3:12]. Reactants: C(C)(=O)OC(C)=O (acetic anhydride), OC1=C(C=C(C(=O)OC)C=C1C)CC=C (methyl 4-hydroxy-3-allyl-5-methylbenzoate), ice. Run in N1=CC=CC=C1 (pyridine). The product is C(C)(=O)OC1=C(C=C(C(=O)OC)C=C1C)CC=C (methyl 4-acetoxy-3-allyl-5-methylbenzoate). As a reaction SMILES: [OH:1][C:2]1[C:11]([CH3:12])=[CH:10][C:5]([C:6]([O:8][CH3:9])=[O:7])=[CH:4][C:3]=1[CH2:13][CH:14]=[CH2:15].[C:16](OC(=O)C)(=[O:18])[CH3:17]>N1C=CC=CC=1>[C:16]([O:1][C:2]1[C:11]([CH3:12])=[CH:10][C:5]([C:6]([O:8][CH3:9])=[O:7])=[CH:4][C:3]=1[CH2:13][CH:14]=[CH2:15])(=[O:18])[CH3:17]. Procedure: A solution of methyl 4-hydroxy-3-allyl-5-methylbenzoate (157 mg) in pyridine (5 mL) was cooled in an ice-bath under a nitrogen atmosphere and treated with acetic anhydride (1 mL). The reaction was stirred in the ice-bath for one hour and was then warmed to room temperature for 4 hours. The solvent was then removed under reduced pressure and the residue was suspended in anhydrous toluene (5-10 mL) and evaporated to dryness. The crude product was dissolved in ethyl acetate (30 mL) and washed with ...